The task is: describe an organic reaction: reactants, conditions, products, and yield. This data is from the Open Reaction Database (ORD), a public repository of structured organic reaction records. Starting materials: Cl, CCCCC(=N)NC(=O)Nc1ccc([N+](=O)[O-])cc1, [Na+], [OH-], O. The product is CCCCC(=N)NC(=O)Nc1ccc(N)cc1. As a reaction SMILES: [ClH:1].[N+:2]([O-:3])(=[O:4])[c:5]1[cH:6][cH:7][c:8]([NH:11][C:12](=[O:13])[NH:14][C:15]([CH2:16][CH2:17][CH2:18][CH3:19])=[NH:20])[cH:9][cH:10]1.[Na+:22].[OH-:21].[OH2:23]>>[NH2:2][c:5]1[cH:6][cH:7][c:8]([NH:11][C:12](=[O:13])[NH:14][C:15]([CH2:16][CH2:17][CH2:18][CH3:19])=[NH:20])[cH:9][cH:10]1. Reactants: Cl, FC(F)(F)c1cccc(Br)c1, I, [Mg], CC(=O)CCCC#N, C1CCOC1, O. Yields the product CC(O)(CCCC#N)c1cccc(C(F)(F)F)c1. RXN SMILES: [ClH:22].[F:1][C:2]([c:3]1[cH:4][c:5]([Br:9])[cH:6][cH:7][cH:8]1)([F:10])[F:11].[I:13].[Mg:12].[O:14]=[C:15]([CH2:16][CH2:17][CH2:18][C:19]#[N:20])[CH3:21].[O:24]1[CH2:25][CH2:26][CH2:27][CH2:28]1.[OH2:23]>>[F:1][C:2]([c:3]1[cH:4][c:5]([C:15]([OH:14])([CH2:16][CH2:17][CH2:18][C:19]#[N:20])[CH3:21])[cH:6][cH:7][cH:8]1)([F:10])[F:11]. The reactants are BrC1=C(CO)C=C(C=C1)C (2-bromo-5-methylbenzyl alcohol), CN1CCC(CC1)=O (1-methyl-4-piperidone). Yields the product OC1(CCN(CC1)C)C1=C(C=C(C=C1)C)CO (4-hydroxy-4-(α-hydroxy-5-methyl-2-tolyl)-1-methylpiperidine). RXN SMILES: Br[C:2]1[CH:9]=[CH:8][C:7]([CH3:10])=[CH:6][C:3]=1[CH2:4][OH:5].[CH3:11][N:12]1[CH2:17][CH2:16][C:15](=[O:18])[CH2:14][CH2:13]1>>[OH:18][C:15]1([C:2]2[CH:9]=[CH:8][C:7]([CH3:10])=[CH:6][C:3]=2[CH2:4][OH:5])[CH2:16][CH2:17][N:12]([CH3:11])[CH2:13][CH2:14]1. Procedure: Reaction of 2-bromo-5-methylbenzyl alcohol and 1-methyl-4-piperidone by the method described in Example 16a provides 4-hydroxy-4-(α-hydroxy-5-methyl-2-tolyl)-1-methylpiperidine. The reactants are CN1C(=O)NC(=O)C12Cc1cc3ccc(C=O)nc3cc1C2, C1COCCO1, O, O=[Se]=O. The product is CN1C(=O)NC(=O)C12Cc1cc3ccc(C(=O)O)nc3cc1C2. Reaction SMILES: [CH3:1][N:2]1[C:3](=[O:22])[NH:4][C:5](=[O:21])[C:6]12[CH2:7][c:8]1[c:9]([cH:10][c:11]3[cH:12][cH:13][c:14]([CH:18]=[O:19])[n:15][c:16]3[cH:17]1)[CH2:20]2.[O:26]1[CH2:27][CH2:28][O:29][CH2:30][CH2:31]1.[OH2:32].[Se:23](=[O:24])=[O:25]>>[CH3:1][N:2]1[C:3](=[O:22])[NH:4][C:5](=[O:21])[C:6]12[CH2:7][c:8]1[c:9]([cH:10][c:11]3[cH:12][cH:13][c:14]([C:18](=[O:19])[OH:24])[n:15][c:16]3[cH:17]1)[CH2:20]2. Reactants: NC=1C=C(C=C(C1N)C)N1C(OC[C@@H]1C1=CC=CC=C1)=O ((S)-3-(3,4-diamino-5-methylphenyl)-4-phenyloxazolidin-2-one), C(OCC)(OCC)OCC (triethyl orthoformate), C(OCC)(OCC)OCC (triethyl orthoformate). Product: CC1=CC(=CC2=C1NC=N2)N2C(OC[C@@H]2C2=CC=CC=C2)=O ((S)-3-(7-methyl-1H-benzo[d]imidazol-5-yl)-4-phenyloxazolidin-2-one). As a reaction SMILES: [NH2:1][C:2]1[CH:3]=[C:4]([N:10]2[C@@H:14]([C:15]3[CH:20]=[CH:19][CH:18]=[CH:17][CH:16]=3)[CH2:13][O:12][C:11]2=[O:21])[CH:5]=[C:6]([CH3:9])[C:7]=1[NH2:8].[CH:22](OCC)(OCC)OCC>>[CH3:9][C:6]1[C:7]2[NH:8][CH:22]=[N:1][C:2]=2[CH:3]=[C:4]([N:10]2[C@@H:14]([C:15]3[CH:20]=[CH:19][CH:18]=[CH:17][CH:16]=3)[CH2:13][O:12][C:11]2=[O:21])[CH:5]=1. Procedure details: The (S)-3-(3,4-diamino-5-methylphenyl)-4-phenyloxazolidin-2-one was dissolved in triethyl orthoformate and was refluxed for 30 minutes. After cooling the excess of triethyl orthoformate was removed under reduced pressure. The final product was purified via FPLC using a chloroform-methanol gradient (0→10%). Reported procedure: Ethyl 4-{3-[3-hydroxy-4-(4-methylphenylmethoxy) benzoyl]indol-1-yl}butanoate (2.77 g) obtained in Step 1 was dissolved in N,N-dimethylformamide (30 ml). 1-Bromo-3-chloropropane (1.39 g) and potassium carbonate (0.97 g) were added to the resultant solution and stirred for 6 hours at 60° C. The reaction mixture was poured into 2N HCl and extracted with ethyl acetate. The resultant extract was sequentially washed with saturated sodium bicarbonate solution and brine and then dried. The solvent was d... The yield is 82.9%. RXN SMILES: [OH:1][C:2]1[CH:3]=[C:4]([CH:24]=[CH:25][C:26]=1[O:27][CH2:28][C:29]1[CH:34]=[CH:33][C:32]([CH3:35])=[CH:31][CH:30]=1)[C:5]([C:7]1[C:15]2[C:10](=[CH:11][CH:12]=[CH:13][CH:14]=2)[N:9]([CH2:16][CH2:17][CH2:18][C:19]([O:21][CH2:22][CH3:23])=[O:20])[CH:8]=1)=[O:6].Br[CH2:37][CH2:38][CH2:39][Cl:40].C(=O)([O-])[O-].[K+].[K+].Cl>CN(C)C=O>[CH3:35][C:32]1[CH:33]=[CH:34][C:29]([CH2:28][O:27][C:26]2[CH:25]=[CH:24][C:4]([C:5]([C:7]3[C:15]4[C:10](=[CH:11][CH:12]=[CH:13][CH:14]=4)[N:9]([CH2:16][CH2:17][CH2:18][C:19]([O:21][CH2:22][CH3:23])=[O:20])[CH:8]=3)=[O:6])=[CH:3][C:2]=2[O:1][CH2:37][CH2:38][CH2:39][Cl:40])=[CH:30][CH:31]=1 |f:2.3.4|. Yields the product CC1=CC=C(C=C1)COC1=C(C=C(C(=O)C2=CN(C3=CC=CC=C23)CCCC(=O)OCC)C=C1)OCCCCl (ethyl 4-{3-[4-(4-methylphenylmethoxy)-3-(3-chloropropoxy)benzoyl]indol-1-yl}butanoate). Run at temperature 60 celsius, time 6 hour. The reactants are BrCCCCl (1-Bromo-3-chloropropane), C([O-])([O-])=O.[K+].[K+] (potassium carbonate), resultant solution, Cl (HCl), OC=1C=C(C(=O)C2=CN(C3=CC=CC=C23)CCCC(=O)OCC)C=CC1OCC1=CC=C(C=C1)C (Ethyl 4-{3-[3-hydroxy-4-(4-methylphenylmethoxy) benzoyl]indol-1-yl}butanoate). Solvent: CN(C=O)C (N,N-dimethylformamide).